Dataset: the Open Reaction Database (ORD), a public repository of structured organic reaction records. Task: describe an organic reaction: reactants, conditions, products, and yield Starting materials: Br, CC#N, COc1ccc(CCc2ccc(F)cc2CO)cc1, c1ccc([PH+](c2ccccc2)c2ccccc2)cc1. The product is [Br-], COc1ccc(CCc2ccc(F)cc2C[P+](c2ccccc2)(c2ccccc2)c2ccccc2)cc1. Reaction SMILES: [BrH:20].[CH3:40][C:41]#[N:42].[F:1][c:2]1[cH:3][cH:4][c:5]([CH2:10][CH2:11][c:12]2[cH:13][cH:14][c:15]([O:18][CH3:19])[cH:16][cH:17]2)[c:6]([CH2:8][OH:9])[cH:7]1.[c:21]1([PH+:27]([c:28]2[cH:29][cH:30][cH:31][cH:32][cH:33]2)[c:34]2[cH:35][cH:36][cH:37][cH:38][cH:39]2)[cH:22][cH:23][cH:24][cH:25][cH:26]1>>[Br-:20].[F:1][c:2]1[cH:3][cH:4][c:5]([CH2:10][CH2:11][c:12]2[cH:13][cH:14][c:15]([O:18][CH3:19])[cH:16][cH:17]2)[c:6]([CH2:8][P+:27]([c:21]2[cH:22][cH:23][cH:24][cH:25][cH:26]2)([c:28]2[cH:29][cH:30][cH:31][cH:32][cH:33]2)[c:34]2[cH:35][cH:36][cH:37][cH:38][cH:39]2)[cH:7]1. Reactants: COC1=CC=C(C=C1)C1(C=2N(CCC1(C)C)C=NC2)O (8-(4-methoxyphenyl)-7,7-dimethyl-5,6,7,8-tetrahydro-imidazo[1,5-a]pyridin-8-ol), S(O)(O)(=O)=O (sulphuric acid). Reagents/catalysts: [Pd] (Pd/C). Solvent: C(C)O (ethanol). Run at time 6 hour. Yields the product COC1=CC=C(C=C1)C1C=2N(CCC1(C)C)C=NC2 (8-(4-Methoxyphenyl)-7,7-dimethyl-5,6,7,8-tetrahydroimidazo[1,5-a]pyridine). Reaction SMILES: [CH3:1][O:2][C:3]1[CH:8]=[CH:7][C:6]([C:9]2(O)[C:14]([CH3:16])([CH3:15])[CH2:13][CH2:12][N:11]3[CH:17]=[N:18][CH:19]=[C:10]23)=[CH:5][CH:4]=1.S(=O)(=O)(O)O>C(O)C.[Pd]>[CH3:1][O:2][C:3]1[CH:8]=[CH:7][C:6]([CH:9]2[C:14]([CH3:16])([CH3:15])[CH2:13][CH2:12][N:11]3[CH:17]=[N:18][CH:19]=[C:10]23)=[CH:5][CH:4]=1. Procedure: A solution of 3.50 mmol of 8-(4-methoxyphenyl)-7,7-dimethyl-5,6,7,8-tetrahydro-imidazo[1,5-a]pyridin-8-ol in 10 ml of ethanol is admixed with 3.5 mmol of concentrated sulphuric acid and 0.70 mmol of 10% Pd/C and the reaction mixture is hydrogenated in an autoclave at 4 bar and 60° C. for 4-8 hours. The reaction mixture is filtered over Hyflo and the filtrate is concentrated. The title compound is used without further purification for the next stage. Rt=5.89 (Gradient I). Reactants: CCO, CS(=O)(=O)c1ccc(-c2cc3ccccc3c(N3CCN(C=O)CC3)n2)cc1, [Na+], [OH-]. Product: CS(=O)(=O)c1ccc(-c2cc3ccccc3c(N3CCNCC3)n2)cc1. As a reaction SMILES: [CH3:31][CH2:32][OH:33].[CH:1](=[O:2])[N:3]1[CH2:4][CH2:5][N:6]([c:9]2[n:10][c:11](-[c:19]3[cH:20][cH:21][c:22]([S:25](=[O:26])(=[O:27])[CH3:28])[cH:23][cH:24]3)[cH:12][c:13]3[cH:14][cH:15][cH:16][cH:17][c:18]23)[CH2:7][CH2:8]1.[Na+:30].[OH-:29]>>[NH:3]1[CH2:4][CH2:5][N:6]([c:9]2[n:10][c:11](-[c:19]3[cH:20][cH:21][c:22]([S:25](=[O:26])(=[O:27])[CH3:28])[cH:23][cH:24]3)[cH:12][c:13]3[cH:14][cH:15][cH:16][cH:17][c:18]23)[CH2:7][CH2:8]1. Starting materials: [OH-].[Na+] (sodium hydroxide), C12(CC3CC(CC(C1)C3)C2)C=2C=C(C=CC2C(=O)OC)C=2C=C3C=CC(=CC3=CC2)C(=O)OC (Methyl 6-[3-(1-adamantyl)-4-methoxycarbonylphenyl]-2-naphthoate). Solvent: CO (methanol). Product: C12(CC3CC(CC(C1)C3)C2)C=2C=C(C=CC2C(=O)OC)C=2C=C3C=CC(=CC3=CC2)C(=O)O (6-[3-(1-Adamantyl)-4-methoxycarbonylphenyl]-2-naphthoic acid). Reaction SMILES: [OH-].[Na+].[C:3]12([C:13]3[CH:14]=[C:15]([C:23]4[CH:24]=[C:25]5[C:30](=[CH:31][CH:32]=4)[CH:29]=[C:28]([C:33]([O:35]C)=[O:34])[CH:27]=[CH:26]5)[CH:16]=[CH:17][C:18]=3[C:19]([O:21][CH3:22])=[O:20])[CH2:12][CH:7]3[CH2:8][CH:9]([CH2:11][CH:5]([CH2:6]3)[CH2:4]1)[CH2:10]2>CO>[C:3]12([C:13]3[CH:14]=[C:15]([C:23]4[CH:24]=[C:25]5[C:30](=[CH:31][CH:32]=4)[CH:29]=[C:28]([C:33]([OH:35])=[O:34])[CH:27]=[CH:26]5)[CH:16]=[CH:17][C:18]=3[C:19]([O:21][CH3:22])=[O:20])[CH2:12][CH:7]3[CH2:6][CH:5]([CH2:11][CH:9]([CH2:8]3)[CH2:10]1)[CH2:4]2 |f:0.1|. Procedure: 0.34 g of sodium hydroxide is added to 1.92 g (4.22 mmol) of the diester obtained in Example 14 in 25 ml of methanol and the mixture is kept under reflux for 24 hours. After the same treatment as in Example 8 and recrystallization from the isopropyl ether-ethyl acetate mixture, 1.7 g (91%) of the expected derivative are isolated, which derivative melts at 272°-273° C. The reactants are O=C([O-])[O-], ClCCl, CC(=O)O, [K+], [K+], O, OO, c1ccc(SCSc2ccccc2)cc1. RXN SMILES: [C:22](=[O:23])([O-:24])[O-:25].[CH2:29]([Cl:30])[Cl:31].[CH3:1][C:2]([OH:3])=[O:4].[K+:26].[K+:27].[OH2:28].[OH:20][OH:21].[c:5]1([S:11][CH2:12][S:13][c:14]2[cH:15][cH:16][cH:17][cH:18][cH:19]2)[cH:6][cH:7][cH:8][cH:9][cH:10]1>>[O:3]=[S:11]([c:5]1[cH:6][cH:7][cH:8][cH:9][cH:10]1)[CH2:12][S:13][c:14]1[cH:15][cH:16][cH:17][cH:18][cH:19]1. The product is O=S(CSc1ccccc1)c1ccccc1. Reactants: NC1=C(C=C(C=C1)SC#N)[N+](=O)[O-] (1-amino-2-nitro-4-thiocyanatobenzene), CN(C=O)C (dimethylformamide), BrCCOCC (2-bromoethyl ethylether), CN(C=O)C (dimethylformamide), [BH4-].[Na+] (sodium borohydride). The solvent is O (water). Run at temperature 100 celsius, time 1 hour. Product: NC1=C(C=C(C=C1)SCCOCC)[N+](=O)[O-] (1-amino-2-nitro-4-(2-ethoxyethylthio) benzene). Reaction SMILES: [NH2:1][C:2]1[CH:7]=[CH:6][C:5]([S:8][C:9]#N)=[CH:4][C:3]=1[N+:11]([O-:13])=[O:12].CN(C)C=O.[BH4-].[Na+].Br[CH2:22][CH2:23][O:24][CH2:25]C>O>[NH2:1][C:2]1[CH:7]=[CH:6][C:5]([S:8][CH2:9][CH2:25][O:24][CH2:23][CH3:22])=[CH:4][C:3]=1[N+:11]([O-:13])=[O:12] |f:2.3|. Procedure: 6 G. of 1-amino-2-nitro-4-thiocyanatobenzene in 20 ml. of dimethylformamide is treated under nitrogen with 1.17 g. of sodium borohydride in 10 ml. of dimethylformamide at not greater than 30° C. The mixture is stirred at 15° to 20° C for 1 hour, then treated with 5 g. of 2-bromoethyl ethylether at 20°-25° C. The mixture is heated to 100° C for 2 hours, then cooled and diluted with water. The product is extracted with chloroform and after drying of the chloroform solution with sodium sulfate, 1-a...